From a dataset of the Open Reaction Database (ORD), a public repository of structured organic reaction records. describe an organic reaction: reactants, conditions, products, and yield The reactants are C(C)(C)(C)OC(=O)N1C(CCCC1)CC(=O)O (2-(RS)-carboxymethyl-piperidine-1-carboxylic acid tert butyl ester), [Cl-].[NH4+] (ammonium chloride). The product is C(C)(C)(C)OC(=O)N1C(CCCC1)CC(N)=O ((RS)-2 Carbamoylmethyl-piperidine-1-carboxylic acid tert butyl ester). Yield: 46.2%. Reaction SMILES: [C:1]([O:5][C:6]([N:8]1[CH2:13][CH2:12][CH2:11][CH2:10][CH:9]1[CH2:14][C:15]([OH:17])=O)=[O:7])([CH3:4])([CH3:3])[CH3:2].[Cl-].[NH4+:19]>>[C:1]([O:5][C:6]([N:8]1[CH2:13][CH2:12][CH2:11][CH2:10][CH:9]1[CH2:14][C:15](=[O:17])[NH2:19])=[O:7])([CH3:4])([CH3:3])[CH3:2] |f:1.2|. Reported procedure: The title compound (0.92 g) wvas prepared from 2-(RS)-carboxymethyl-piperidine-1-carboxylic acid tert butyl ester (2.0 g) and ammonium chloride (0.86 g) according to the method of Example 97. The reactants are Fc1ccc(Br)cc1C1(C(F)F)COCC(=S)N1, CO, N. Yields the product NC1=NC(c2cc(Br)ccc2F)(C(F)F)COC1. Reaction SMILES: [Br:1][c:2]1[cH:3][cH:4][c:5]([F:18])[c:6]([C:8]2([CH:15]([F:16])[F:17])[NH:9][C:10](=[S:14])[CH2:11][O:12][CH2:13]2)[cH:7]1.[CH3:20][OH:21].[NH3:19]>>[Br:1][c:2]1[cH:3][cH:4][c:5]([F:18])[c:6]([C:8]2([CH:15]([F:16])[F:17])[N:9]=[C:10]([NH2:19])[CH2:11][O:12][CH2:13]2)[cH:7]1. The reactants are C(=O)([O-])[O-].[K+].[K+] (K2CO3), COC=1C=C(C=CC1OC)O (3,4,dimethoxyphenol), BrCCO (2-Bromoethanol). Solvent: CCOC(=O)C (EtOAc), CN(C)C=O (DMF). Conditions: temperature 120 celsius. Product: COC=1C=C(OCCO)C=CC1OC (2-(3,4-dimethoxy-phenoxy)-ethanol). Yield: 60.0%. RXN SMILES: C([O-])([O-])=O.[K+].[K+].[CH3:7][O:8][C:9]1[CH:10]=[C:11]([OH:17])[CH:12]=[CH:13][C:14]=1[O:15][CH3:16].Br[CH2:19][CH2:20][OH:21]>CN(C=O)C.CCOC(C)=O>[CH3:7][O:8][C:9]1[CH:10]=[C:11]([CH:12]=[CH:13][C:14]=1[O:15][CH3:16])[O:17][CH2:19][CH2:20][OH:21] |f:0.1.2|. Procedure: K2CO3 (1.07 g, 7.78 mmol) was added to a solution of 3,4,dimethoxyphenol (1.0 g, 6.48 mmol) in dry DMF (15 ml). 2-Bromoethanol (0.81 g, 6.48 mmol) was added, and the mixture was heated overnight at 120° C. The mixture was cooled, taken up in EtOAc, extracted with water (20 ml), saturated NaCl (4×20 ml), dried over MgSO4, and evaporated under reduced pressure. The product was purified by column chromatography on silica (Hexane:EtOAc 3:1) to give the desired product in 60% yield. B. Synthesis of 4... Starting materials: NC=1C(=NNC1)C1=NC=2C(=CC=3C(C(N(C3C2)CC)=O)(C)C)N1 (2-(4-amino-1H-pyrazol-3-yl)-5-ethyl-7,7-dimethyl-5,7-dihydro-1H-imidazo[4,5-f]indol-6-one), CN1CCN(CC1)C(=O)Cl (4-methyl-1-piperazinecarbonyl chloride). Yields the product C(C)N1C(C(C=2C=C3C(=CC12)N=C(N3)C3=NNC=C3NC(=O)N3CCN(CC3)C)(C)C)=O (4-Methyl-piperazine-1-carboxylic acid[3-(5-ethyl-7,7-dimethyl-6-oxo-1,5,6,7-tetrahydro-imidazo[4,5-f]indol-2-yl)-1H-pyrazol-4-yl]-amide), powder. Reaction SMILES: [NH2:1][C:2]1[C:3]([C:7]2[NH:23][C:10]3=[CH:11][C:12]4[C:13]([CH3:22])([CH3:21])[C:14](=[O:20])[N:15]([CH2:18][CH3:19])[C:16]=4[CH:17]=[C:9]3[N:8]=2)=[N:4][NH:5][CH:6]=1.[CH3:24][N:25]1[CH2:30][CH2:29][N:28]([C:31](Cl)=[O:32])[CH2:27][CH2:26]1>>[CH2:18]([N:15]1[C:16]2[CH:17]=[C:9]3[N:8]=[C:7]([C:3]4[C:2]([NH:1][C:31]([N:28]5[CH2:29][CH2:30][N:25]([CH3:24])[CH2:26][CH2:27]5)=[O:32])=[CH:6][NH:5][N:4]=4)[NH:23][C:10]3=[CH:11][C:12]=2[C:13]([CH3:22])([CH3:21])[C:14]1=[O:20])[CH3:19]. Reported procedure: 4-Methyl-piperazine-1-carboxylic acid[3-(5-ethyl-7,7-dimethyl-6-oxo-1,5,6,7-tetrahydro-imidazo[4,5-f]indol-2-yl)-1H-pyrazol-4-yl]-amide was prepared using 2-(4-amino-1H-pyrazol-3-yl)-5-ethyl-7,7-dimethyl-5,7-dihydro-1H-imidazo[4,5-f]indol-6-one (150 mg, 0.48 mmol) and 4-methyl-1-piperazinecarbonyl chloride. The title compound was obtained as light yellow powder (50 mg).